From a dataset of the Open Reaction Database (ORD), a public repository of structured organic reaction records. describe an organic reaction: reactants, conditions, products, and yield The reactants are COC(=O)C1=NC(=NC(=C1C(=C)OCC)N)C1=C(C(=C(C=C1)Cl)OC)F (6-Amino-2-(4-chloro-2-fluoro-3-methoxyphenyl)-5-(1-ethoxy-vinyl)pyrimidine-4-carboxylic acid methyl ester), Cl (HCl). The solvent is C1CCOC1 (THF). Yields the product COC(=O)C1=NC(=NC(=C1C(C)=O)N)C1=C(C(=C(C=C1)Cl)OC)F (5-Acetyl-6-amino-2-(4-chloro-2-fluoro-3-methoxyphenyl)-pyrimidine-4-carboxylic acid methyl ester). Isolated yield 94.1%. As a reaction SMILES: [CH3:1][O:2][C:3]([C:5]1[C:10]([C:11]([O:13]CC)=[CH2:12])=[C:9]([NH2:16])[N:8]=[C:7]([C:17]2[CH:22]=[CH:21][C:20]([Cl:23])=[C:19]([O:24][CH3:25])[C:18]=2[F:26])[N:6]=1)=[O:4].Cl>C1COCC1>[CH3:1][O:2][C:3]([C:5]1[C:10]([C:11](=[O:13])[CH3:12])=[C:9]([NH2:16])[N:8]=[C:7]([C:17]2[CH:22]=[CH:21][C:20]([Cl:23])=[C:19]([O:24][CH3:25])[C:18]=2[F:26])[N:6]=1)=[O:4]. Procedure: 6-Amino-2-(4-chloro-2-fluoro-3-methoxyphenyl)-5-(1-ethoxy-vinyl)pyrimidine-4-carboxylic acid methyl ester (0.235 g, 0.616 mmol) was dissolved in THF (5 mL) and 2N HCl (0.616 mL, 1.231 mmol) and stirred at ambient temperature for 3 h. The reaction mixture was concentrated, triturated with water, and filtered. The product was washed with methanol and dried under vacuum to yield the title compound (0.205 g, 94% yield): 1H NMR (DMSO-d6) δ 7.7 (br s, 2H), 7.63 (dd, 1H), 7.42 (dd, 1H), 3.92 (s, 3H), 3... The reactants are C1(=CC=CC=C1)N(C(=O)OCC1C(C2=C(CCC1)C(=CC=C2)OCC(=O)OCC)O)C2=CC=CC=C2 (ethyl {[(5RS,6RS)-6-(N,N -diphenylcarbamoyloxy)methyl-5-hydroxy-6,7,8,9-tetrahydro-5H-benzocyclohepten- 1-yl]oxy}acetate). The reagents and catalysts are O=[Mn]=O (MnO2), O=[Mn]=O (MnO2), O=[Mn]=O (MnO2). The solvent is C(Cl)(Cl)Cl (CHCl3). The product is C1(=CC=CC=C1)N(C(=O)OCC1C(C2=C(CCC1)C(=CC=C2)OCC(=O)OCC)=O)C2=CC=CC=C2 (ethyl {[6-(N,N-diphenylcarbamoyloxy) methyl-5-oxo-6,7,8,9-tetrahydro-5H-benzocyclohepten-1-yl]oxy}acetate). Isolated yield 84.8%. RXN SMILES: [C:1]1([N:7]([C:31]2[CH:36]=[CH:35][CH:34]=[CH:33][CH:32]=2)[C:8]([O:10][CH2:11][CH:12]2[CH2:18][CH2:17][CH2:16][C:15]3[C:19]([O:23][CH2:24][C:25]([O:27][CH2:28][CH3:29])=[O:26])=[CH:20][CH:21]=[CH:22][C:14]=3[CH:13]2[OH:30])=[O:9])[CH:6]=[CH:5][CH:4]=[CH:3][CH:2]=1>C(Cl)(Cl)Cl.O=[Mn]=O>[C:1]1([N:7]([C:31]2[CH:32]=[CH:33][CH:34]=[CH:35][CH:36]=2)[C:8]([O:10][CH2:11][CH:12]2[CH2:18][CH2:17][CH2:16][C:15]3[C:19]([O:23][CH2:24][C:25]([O:27][CH2:28][CH3:29])=[O:26])=[CH:20][CH:21]=[CH:22][C:14]=3[C:13]2=[O:30])=[O:9])[CH:2]=[CH:3][CH:4]=[CH:5][CH:6]=1. Reported procedure: To a solution of ethyl {[(5RS,6RS)-6-(N,N -diphenylcarbamoyloxy)methyl-5-hydroxy-6,7,8,9-tetrahydro-5H-benzocyclohepten- 1-yl]oxy}acetate (179 mg) in CHCl3 (15 ml) was added activated MnO2 (636 mg). The mixture was refluxed for 30 minutes. Then after addition of activated MnO2 (636 mg), the mixture was refluxed for 1.5 hours. Furthermore, the mixture was added with activated MnO2 (636 mg) and then refluxed for 1 hour. After cooling, the mixture was filtered. The filtrate was evaporated in vacuo.... The reactants are COc1cc(Br)c2oc(C=O)cc2c1, CCOP(=O)(Cc1ccccc1Cl)OCC, [H-], [Na+], C1CCOC1, O. The product is COc1cc(Br)c2oc(C=Cc3ccccc3Cl)cc2c1. RXN SMILES: [Br:17][c:18]1[cH:19][c:20]([O:29][CH3:30])[cH:21][c:22]2[cH:23][c:24]([CH:27]=[O:28])[o:25][c:26]12.[Cl:1][c:2]1[c:3]([CH2:4][P:5](=[O:6])([O:7][CH2:8][CH3:9])[O:10][CH2:11][CH3:12])[cH:13][cH:14][cH:15][cH:16]1.[H-:31].[Na+:32].[O:34]1[CH2:35][CH2:36][CH2:37][CH2:38]1.[OH2:33]>>[Cl:1][c:2]1[c:3]([CH:4]=[CH:27][c:24]2[cH:23][c:22]3[cH:21][c:20]([O:29][CH3:30])[cH:19][c:18]([Br:17])[c:26]3[o:25]2)[cH:13][cH:14][cH:15][cH:16]1.